This data is from the Open Reaction Database (ORD), a public repository of structured organic reaction records. The task is: describe an organic reaction: reactants, conditions, products, and yield Starting materials: C1CCOC1, CCOC(=O)c1cnc(Cl)nc1NCc1cnn(C)c1, [Li+], [OH-]. Yields the product Cn1cc(CNc2nc(Cl)ncc2C(=O)O)cn1. Reaction SMILES: [CH2:23]1[O:24][CH2:25][CH2:26][CH2:27]1.[Cl:1][c:2]1[n:3][cH:4][c:5]([C:16](=[O:17])[O:18][CH2:19][CH3:20])[c:6]([NH:8][CH2:9][c:10]2[cH:11][n:12][n:13]([CH3:15])[cH:14]2)[n:7]1.[Li+:22].[OH-:21]>>[Cl:1][c:2]1[n:3][cH:4][c:5]([C:16](=[O:17])[OH:18])[c:6]([NH:8][CH2:9][c:10]2[cH:11][n:12][n:13]([CH3:15])[cH:14]2)[n:7]1. The reactants are FC1=C(C(=C(C(=C1CF)F)F)F)F (pentafluorobenzyl fluoride), BrN1C(CCC1=O)=O (N-bromosuccinimide). Run in C(Cl)(Cl)(Cl)Cl (carbon tetrachloride). The product is BrC(C1=C(C(=C(C(=C1F)F)F)F)F)F (α-bromopentafluorobenzyl fluoride). Reaction SMILES: [F:1][C:2]1[C:7]([CH2:8][F:9])=[C:6]([F:10])[C:5]([F:11])=[C:4]([F:12])[C:3]=1[F:13].[Br:14]N1C(=O)CCC1=O>C(Cl)(Cl)(Cl)Cl>[Br:14][CH:8]([F:9])[C:7]1[C:2]([F:1])=[C:3]([F:13])[C:4]([F:12])=[C:5]([F:11])[C:6]=1[F:10]. Reported procedure: A mixture of pentafluorobenzyl fluoride (0.37 g), N-bromosuccinimide (0.36 g) and dry carbon tetrachloride (30 ml) was heated under reflux and irradiated with ultra violet light for a period of 4 hr. The reaction mixture was cooled, the insoluble material was removed by filtration and the solvent was removed by distillation under reduced pressure to give α-bromopentafluorobenzyl fluoride. The product was characterised by p.m.r. spectroscopy. Chemical shift δppm (solvent CDCl3): 7.63 (d, J=48 Hz)...